This data is from the Open Reaction Database (ORD), a public repository of structured organic reaction records. The task is: describe an organic reaction: reactants, conditions, products, and yield Yields the product C[C@H](CS)C(=O)N1CCC[C@H]1C(=O)O (captopril). Yield: 67.0%. As a reaction SMILES: N1CCC[C@H]1C(O)=O.C(SC[C@@H](C)C(Cl)=O)(=O)C.[OH-].[K+].P([O-])([O-])([O-])=O.[K+].[K+].[K+].C([S:32][CH2:33][C@@H:34]([CH3:45])[C:35]([N:37]1[CH2:44][CH2:43][CH2:42][C@H:38]1[C:39]([OH:41])=[O:40])=[O:36])(=O)C.[OH-].[Na+]>>[CH3:45][C@@H:34]([C:35]([N:37]1[C@H:38]([C:39]([OH:41])=[O:40])[CH2:42][CH2:43][CH2:44]1)=[O:36])[CH2:33][SH:32] |f:2.3,4.5.6.7,9.10|. The reactants are N1[C@H](C(=O)O)CCC1 (L-proline), N1[C@H](C(=O)O)CCC1 (L-proline), N1[C@H](C(=O)O)CCC1 (L-proline), S-acetyl captopril, formula III, C(C)(=O)SC[C@H](C(=O)Cl)C ((R)-3-acetylthio-2-methylpropanoyl chloride), C(C)(=O)SC[C@H](C(=O)N1[C@H](C(=O)O)CCC1)C (1-[3-acetylthio-2-(S)-methylpropanoyl]-L-proline), [OH-].[Na+] (sodium hydroxide), Compound IV, P(=O)([O-])([O-])[O-].[K+].[K+].[K+] (potassium phosphate), [OH-].[K+] (KOH). Reported procedure: It has been found that the compound of the formula I can be prepared from L-proline in two reaction steps with a total yield of 67% through the acylation of L-proline, if L-proline is acylated with (R)-3-acetylthio-2-methylpropanoyl chloride of formula III: ##STR3## in the presence of KOH and potassium phosphate buffer at pH 7.5-8.5, and at a temperature of between about 0°-5° C. The resulting compound is 1-[3-acetylthio-2-(S)-methylpropanoyl]-L-proline, ##STR4## Compound IV, which also can be t... Starting materials: N1(CCCCC1)O (piperidinol), ClN1C(CCC1=O)=O (N-chlorosuccinimide). Yields the product N12CCCCCC2=NCCC1 (1,8-diazabicyclo[5.4.0]undec-7-ene), N1C=CC(CC1)O (1,4,5,6-tetrahydro-4-pyridinol). As a reaction SMILES: [N:1]1(O)[CH2:6][CH2:5][CH2:4][CH2:3][CH2:2]1.Cl[N:9]1[C:13](=[O:14])[CH2:12][CH2:11][C:10]1=O>>[N:9]12[CH2:10][CH2:11][CH2:12][N:1]=[C:6]1[CH2:5][CH2:4][CH2:3][CH2:2][CH2:13]2.[NH:1]1[CH2:6][CH2:5][CH:4]([OH:14])[CH:3]=[CH:2]1. Procedure details: reacting the piperidinol first with N-chlorosuccinimide and then with 1,8-diazabicyclo[5.4.0]undec-7-ene to give the corresponding 1,4,5,6-tetrahydro-4-pyridinol; and,